This data is from the Open Reaction Database (ORD), a public repository of structured organic reaction records. The task is: describe an organic reaction: reactants, conditions, products, and yield Reactants: NC1=C(C=C(C#N)C=C1)OC (4-amino-3-methoxy-benzonitrile), FC(C(=O)O)(F)F.ClC1=C(C=C2C(=C1)NC(C21C(NC(C1C1=C(C(=CC=C1)Cl)F)C(=O)O)CC(C)(C)C)=O)F (rac-(2′S,3′R,4′S,5′R)-6-chloro-4′-(3-chloro-2-fluoro-phenyl)-2′-(2,2-dimethyl-propyl)-5-fluoro-2-oxo-1,2-dihydro-spiro[indole-3,3′-pyrrolidine]-5′-carboxylic acid trifluoroacetic acid), C(C)(C)N(CC)C(C)C (diisopropylethylamine), C1(=CC=CC=C1)P(=O)(C1=CC=CC=C1)Cl (diphenylphosphinic chloride). Product: C(#N)C1=CC(=C(C=C1)NC(=O)C1C(C2(C(N1)CC(C)(C)C)C(NC1=C(C(=CC=C12)Cl)F)=O)C1=C(C(=CC=C1)Cl)F)OC (rac-(2′S,3′R,4′S,5′R)-6-chloro-4′-(3-chloro-2-fluoro-phenyl)-2′-(2,2-dimethyl-propyl)-7-fluoro-2-oxo-1,2-dihydro-spiro[indole-3,3′-pyrrolidine]-5′-carboxylic acid (4-cyano-2-methoxy-phenyl)-amide), solid. The yield is 33.0%. As a reaction SMILES: FC(F)(F)C(O)=O.[Cl:8][C:9]1[CH:14]=[C:13]2[NH:15][C:16](=[O:38])[C:17]3([CH:21]([C:22]4[CH:27]=[CH:26][CH:25]=[C:24]([Cl:28])[C:23]=4[F:29])[CH:20]([C:30](O)=[O:31])[NH:19][CH:18]3[CH2:33][C:34]([CH3:37])([CH3:36])[CH3:35])[C:12]2=[CH:11][C:10]=1[F:39].C(N(C(C)C)CC)(C)C.C1(P(Cl)(C2C=CC=CC=2)=O)C=CC=CC=1.[NH2:64][C:65]1[CH:72]=[CH:71][C:68]([C:69]#[N:70])=[CH:67][C:66]=1[O:73][CH3:74]>>[C:69]([C:68]1[CH:71]=[CH:72][C:65]([NH:64][C:30]([CH:20]2[NH:19][CH:18]([CH2:33][C:34]([CH3:37])([CH3:36])[CH3:35])[C:17]3([C:12]4[C:11](=[C:10]([F:39])[C:9]([Cl:8])=[CH:14][CH:13]=4)[NH:15][C:16]3=[O:38])[CH:21]2[C:22]2[CH:27]=[CH:26][CH:25]=[C:24]([Cl:28])[C:23]=2[F:29])=[O:31])=[C:66]([O:73][CH3:74])[CH:67]=1)#[N:70] |f:0.1|. Procedure details: In a manner similar to the method described in Example 5, rac-(2′S,3′R,4′S,5′R)-6-chloro-4′-(3-chloro-2-fluoro-phenyl)-2′-(2,2-dimethyl-propyl)-5-fluoro-2-oxo-1,2-dihydro-spiro[indole-3,3′-pyrrolidine]-5′-carboxylic acid trifluoroacetic acid prepared in Example 174 (0.3 g, 0.5 mmol), was reacted with diisopropylethylamine (0.33 g, 2.5 mmol), diphenylphosphinic chloride (0.24 g, 1 mmol), then reacted with 4-amino-3-methoxy benzonitrile prepared in Example 57 (0.11 g, 0.8 mmol) to give rac-(2′S,3′... Starting materials: O=C([O-])[O-], CN1COCNC1=N[N+](=O)[O-], CN(C)C=O, ClCc1ccc(Cl)nc1, [K+], [K+]. The product is CN1COCN(Cc2ccc(Cl)nc2)C1=N[N+](=O)[O-]. As a reaction SMILES: [C:21](=[O:22])([O-:23])[O-:24].[CH3:1][N:2]1[CH2:3][O:4][CH2:5][NH:6][C:7]1=[N:8][N+:9](=[O:10])[O-:11].[CH3:27][N:28]([CH3:29])[CH:30]=[O:31].[Cl:12][c:13]1[n:14][cH:15][c:16]([CH2:19][Cl:20])[cH:17][cH:18]1.[K+:25].[K+:26]>>[CH3:1][N:2]1[CH2:3][O:4][CH2:5][N:6]([CH2:19][c:16]2[cH:15][n:14][c:13]([Cl:12])[cH:18][cH:17]2)[C:7]1=[N:8][N+:9](=[O:10])[O-:11]. Starting materials: ClC=1C=C(C=2N(N1)C(=CN2)C(=O)O)Cl (6,8-dichloroimidazo[1,2-b]pyridazine-3-carboxylic acid), BrC=1C=2N(N=C(C1)Cl)C(=CN2)C(=O)O (8-bromo-6-chloroimidazo[1,2-b]pyridazine-3-carboxylic acid), 1D, CN(C)C=O (DMF), C(C(=O)Cl)(=O)Cl (oxalyl chloride), FC=1C=NC=CC1N (3-fluoropyridin-4-amine), CCN(C(C)C)C(C)C (DIEA), ClC=1C=C(C=2N(N1)C(=CN2)C(=O)NC2=C(C=NC=C2)F)Cl (6,8-dichloro-N-(3-fluoropyridin-4-yl)imidazo[1,2-b]pyridazine-3-carboxamide). Run in ClCCCl (1,2-dichloroethane). Reaction conditions: temperature 65 celsius, time 8 hour. The product is BrC=1C=2N(N=C(C1)Cl)C(=CN2)C(=O)NC2=C(C=NC=C2)F (8-bromo-6-chloro-N-(3-fluoropyridin-4-yl)imidazo[1,2-b]pyridazine-3-carboxamide). Isolated yield 77.6%. As a reaction SMILES: ClC1C=C(Cl)C2N(C(C(O)=O)=CN=2)N=1.[Br:15][C:16]1[C:17]2[N:18]([C:23]([C:26]([OH:28])=O)=[CH:24][N:25]=2)[N:19]=[C:20]([Cl:22])[CH:21]=1.CN(C=O)C.C(Cl)(=O)C(Cl)=O.[F:40][C:41]1[CH:42]=[N:43][CH:44]=[CH:45][C:46]=1[NH2:47].CCN(C(C)C)C(C)C.ClC1C=C(Cl)C2N(C(C(NC3C=CN=CC=3F)=O)=CN=2)N=1>ClCCCl>[Br:15][C:16]1[C:17]2[N:18]([C:23]([C:26]([NH:47][C:46]3[CH:45]=[CH:44][N:43]=[CH:42][C:41]=3[F:40])=[O:28])=[CH:24][N:25]=2)[N:19]=[C:20]([Cl:22])[CH:21]=1. Procedure details: A 250 mL round bottomed flask was charged with a mixture of 6,8-dichloroimidazo[1,2-b]pyridazine-3-carboxylic acid and 8-bromo-6-chloroimidazo[1,2-b]pyridazine-3-carboxylic acid (1.0 g, 4.31 mmol) 1D, 1,2-dichloroethane (33.2 mL), and DMF (0.267 mL, 3.45 mmol). To the resulting white suspension under nitrogen at room temperature was added oxalyl chloride (6.46 mL, 12.93 mmol) solution slowly via syringe, carefully monitoring gas evolution. Following cessation of bubbling, the reaction mixture wa... Starting materials: CI, CC(C)c1ccc(C2c3cc(NC(=O)CC(C)(C)C)ccc3OC2(C)C)cc1, [H-], [Na+], CN(C)C=O, O. Product: CC(C)c1ccc(C2c3cc(N(C)C(=O)CC(C)(C)C)ccc3OC2(C)C)cc1. As a reaction SMILES: [CH3:31][I:32].[CH:1]([CH3:2])([CH3:3])[c:4]1[cH:5][cH:6][c:7]([CH:10]2[C:11]([CH3:27])([CH3:28])[O:12][c:13]3[c:14]2[cH:15][c:16]([NH:19][C:20]([CH2:21][C:22]([CH3:23])([CH3:24])[CH3:25])=[O:26])[cH:17][cH:18]3)[cH:8][cH:9]1.[H-:29].[Na+:30].[O:34]=[CH:35][N:36]([CH3:37])[CH3:38].[OH2:33]>>[CH:1]([CH3:2])([CH3:3])[c:4]1[cH:5][cH:6][c:7]([CH:10]2[C:11]([CH3:27])([CH3:28])[O:12][c:13]3[c:14]2[cH:15][c:16]([N:19]([C:20]([CH2:21][C:22]([CH3:23])([CH3:24])[CH3:25])=[O:26])[CH3:31])[cH:17][cH:18]3)[cH:8][cH:9]1.